From a dataset of the Open Reaction Database (ORD), a public repository of structured organic reaction records. describe an organic reaction: reactants, conditions, products, and yield Procedure details: The reaction was conducted according to the General Procedure by heating thianaphthene (66 mg, 0.5 mmol, 1 equiv.), KOt-Bu (8.4 mg, 0.08 mmol, 0.15 equiv.) and Et3SiH (239 microliters, 1.5 mmol, 3 equiv.) in 1 mL of tetrahydrofuran for 50 hours at 23° C. After aqueous work up, the crude reaction mixture was purified by chromatography on silica eluting with 80:2 hexanes:triethylamine to obtain 103 mg (83%) of the title compound as a colourless oil. 1H NMR (500 MHz, THF-d8) δ 7.90-7.85 (m, 1H), 7.... Reactants: C=1C=CC2=C(C1)C=CS2 (thianaphthene), CC(C)(C)[O-].[K+] (KOt-Bu), [SiH](CC)(CC)CC (Et3SiH). Solvent: O1CCCC1 (tetrahydrofuran). Yield: 82.9%. Product: S1C2=C(C(=C1)[Si](CC)(CC)CC)C=CC=C2 (Benzo[b]thiophen-3-yltriethylsilane). As a reaction SMILES: [CH:1]1[CH:2]=[CH:3][C:4]2[S:9][CH:8]=[CH:7][C:5]=2[CH:6]=1.CC([O-])(C)C.[K+].[SiH:16]([CH2:21][CH3:22])([CH2:19][CH3:20])[CH2:17][CH3:18]>O1CCCC1>[S:9]1[CH:8]=[C:7]([Si:16]([CH2:21][CH3:22])([CH2:19][CH3:20])[CH2:17][CH3:18])[C:5]2[CH:6]=[CH:1][CH:2]=[CH:3][C:4]1=2 |f:1.2|. Starting materials: [Na+].O=C(C(=O)[O-])CC(C)C (2-Oxo-4-methyl pentanoic acid sodium salt), C(C1=CC=CC=C1)Cl (benzyl chloride). The solvent is CN(C)C=O (DMF), C(Cl)(Cl)Cl (chloroform). Reaction conditions: time 5 hour. Yields the product CC(CC(C(=O)OCC1=CC=CC=C1)=O)C (4-Methyl-2-oxo-pentanoic acid, benzyl ester). Isolated yield 93.7%. Reaction SMILES: [Na+].[O:2]=[C:3]([CH2:7][CH:8]([CH3:10])[CH3:9])[C:4]([O-:6])=[O:5].[CH2:11](Cl)[C:12]1[CH:17]=[CH:16][CH:15]=[CH:14][CH:13]=1>CN(C=O)C.C(Cl)(Cl)Cl>[CH3:9][CH:8]([CH3:10])[CH2:7][C:3](=[O:2])[C:4]([O:6][CH2:11][C:12]1[CH:17]=[CH:16][CH:15]=[CH:14][CH:13]=1)=[O:5] |f:0.1|. Procedure details: A mixture of 2-Oxo-4-methyl pentanoic acid sodium salt (10 g, 65.7 mmol) and benzyl chloride (8 g, 63 mmol) in 300 ml DMF was stirred at 40°-50° C. for 5 h. It was filtered, and the filtrate was evaporated under reduced pressure to provide an oil. The oil was dissolved in chloroform, washed with water, dried, filtered, and evaporated to provide the desired product (13 g, 94%). 1H NMR (CDCl3, TMS) δ0.95 (d,6H), 2.15 (m,1H), 2.7 (d,2H), 5.28 (s,2H), 7.4 (m,5H). Mass spectrum: (M+H)+ =221. The reactants are Brc1cnc2ncccn12, CC(C)[Mg+], [Cl-], C[Sn](C)(C)Cl, C1CCOC1. The product is C[Sn](C)(C)c1cnc2ncccn12. As a reaction SMILES: [Br:1][c:2]1[cH:3][n:4][c:5]2[n:6]1[cH:7][cH:8][cH:9][n:10]2.[CH:12]([Mg+:13])([CH3:14])[CH3:15].[Cl-:11].[Cl:16][Sn:17]([CH3:18])([CH3:19])[CH3:20].[O:21]1[CH2:22][CH2:23][CH2:24][CH2:25]1>>[c:2]1([Sn:17]([CH3:18])([CH3:19])[CH3:20])[cH:3][n:4][c:5]2[n:6]1[cH:7][cH:8][cH:9][n:10]2.